This data is from the Open Reaction Database (ORD), a public repository of structured organic reaction records. The task is: describe an organic reaction: reactants, conditions, products, and yield Starting materials: solid, BrC1=CC(=CC=2C=C3N(C12)CCNC3=O)C (6-bromo-8-methyl-3,4-dihydro-2H-pyrazino[1,2-a]indol-1-one), BrC1=CC(=CC=2C=C3N(C12)CCNC3=O)C (6-bromo-8-methyl-3,4-dihydro-2H-pyrazino[1,2-a]indol-1-one), FC=1C=C(C=CC1F)B(O)O (3,4-difluoro-phenylboronic acid). Yields the product FC=1C=C(C=CC1F)C1=CC(=CC=2C=C3N(C12)CCNC3=O)C (6-(3,4-Difluoro-phenyl)-8-methyl-3,4-dihydro-2H-pyrazino[1,2-a]indol-1-one). Reaction SMILES: Br[C:2]1[C:10]2[N:9]3[CH2:11][CH2:12][NH:13][C:14](=[O:15])[C:8]3=[CH:7][C:6]=2[CH:5]=[C:4]([CH3:16])[CH:3]=1.[F:17][C:18]1[CH:19]=[C:20](B(O)O)[CH:21]=[CH:22][C:23]=1[F:24]>>[F:17][C:18]1[CH:19]=[C:20]([C:2]2[C:10]3[N:9]4[CH2:11][CH2:12][NH:13][C:14](=[O:15])[C:8]4=[CH:7][C:6]=3[CH:5]=[C:4]([CH3:16])[CH:3]=2)[CH:21]=[CH:22][C:23]=1[F:24]. Reported procedure: The title compound, white solid (46 mg, 79%), MS (ISP) m/z=313.4 [(M+H)+], mp 249.5° C., was prepared in accordance with the general method of example 1 from 6-bromo-8-methyl-3,4-dihydro-2H-pyrazino[1,2-a]indol-1-one (intermediate 10) (52 mg, 0.186 mmol) and commercially available 3,4-difluoro-phenylboronic acid (38.2 mg, 0.24 mmol).